describe an organic reaction: reactants, conditions, products, and yield From a dataset of the Open Reaction Database (ORD), a public repository of structured organic reaction records. The reactants are C(\C=C\C(=O)O)(=O)O (fumaric acid), CC1=CC=C(C=C1)S(=O)(=O)OC[C@@H]1OC2=C(C=CC=3N=C(OC32)C)OC1 ([(8R)-2-Methyl-7,8-dihydro[1,4]dioxino[2,3-g][1,3]benzoxazol-8-yl]methyl 4-methylbenzenesulfonate), N1CCC(=CC1)C1=CNC2=CC=C(C=C12)C#N (3-(1,2,3,6-tetrahydro-4-pyridinyl)-1H-indole-5-carbonitrile). The solvent is CS(=O)C (DMSO), C(C)O (ethanol), C(C)O (ethanol). Reaction conditions: temperature 77.5 celsius. The product is CC1=NC=2C(=C3OC(COC3=CC2)CN2CCC(=CC2)C2=CNC3=CC=C(C=C23)C#N)O1 (3-[1-(2-Methyl-7,8-dihydro-1,6,9-trioxa-3-aza-cyclopenta[a]naphthalen-8-ylmethyl)-1,2,3,6-tetrahydro-pyridin-4-yl]-1H-indole-5-carbonitrile), difumarate. Reaction SMILES: CC1C=CC(S(O[CH2:12][C@H:13]2[CH2:26][O:25][C:16]3[CH:17]=[CH:18][C:19]4[N:20]=[C:21]([CH3:24])[O:22][C:23]=4[C:15]=3[O:14]2)(=O)=O)=CC=1.[NH:27]1[CH2:32][CH:31]=[C:30]([C:33]2[C:41]3[C:36](=[CH:37][CH:38]=[C:39]([C:42]#[N:43])[CH:40]=3)[NH:35][CH:34]=2)[CH2:29][CH2:28]1.C(O)(=O)/C=C/C(O)=O>CS(C)=O.C(O)C>[CH3:24][C:21]1[O:22][C:23]2=[C:15]3[C:16](=[CH:17][CH:18]=[C:19]2[N:20]=1)[O:25][CH2:26][CH:13]([CH2:12][N:27]1[CH2:28][CH:29]=[C:30]([C:33]2[C:41]4[C:36](=[CH:37][CH:38]=[C:39]([C:42]#[N:43])[CH:40]=4)[NH:35][CH:34]=2)[CH2:31][CH2:32]1)[O:14]3. Procedure details: [(8R)-2-Methyl-7,8-dihydro[1,4]dioxino[2,3-g][1,3]benzoxazol-8-yl]methyl 4-methylbenzenesulfonate (0.60 g, 1.6 mmole) and 3-(1,2,3,6-tetrahydro-4-pyridinyl)-1H-indole-5-carbonitrile (0.85 g, 3.8 mmole) were combined in 70 mL of DMSO under nitrogen. This solution was heated to 75-80° C. under nitrogen. After completion, the reaction was cooled to room temperature and partitioned between ethyl acetate and saturated aqueous sodium bicarbonate. The organic phase was washed with brine, dried over mag... Reactants: CCCCP(CCCC)CCCC, Cc1nn(C)c(C)c1-c1cccc(CO)c1, Cc1ccccc1, CCCCCC, O=C(N=NC(=O)N1CCCCC1)N1CCCCC1, COC(=O)CCc1ccc(O)cc1. Product: COC(=O)CCc1ccc(OCc2cccc(-c3c(C)nn(C)c3C)c2)cc1. RXN SMILES: [CH2:30]([P:31]([CH2:32][CH2:33][CH2:34][CH3:35])[CH2:36][CH2:37][CH2:38][CH3:39])[CH2:40][CH2:41][CH3:42].[CH3:14][n:15]1[n:16][c:17]([CH3:29])[c:18](-[c:21]2[cH:22][c:23]([CH2:27][OH:28])[cH:24][cH:25][cH:26]2)[c:19]1[CH3:20].[CH3:61][c:62]1[cH:63][cH:64][cH:65][cH:66][cH:67]1.[CH3:68][CH2:69][CH2:70][CH2:71][CH2:72][CH3:73].[N:43]([C:44]([N:45]1[CH2:46][CH2:47][CH2:48][CH2:49][CH2:50]1)=[O:51])=[N:52][C:53]([N:54]1[CH2:55][CH2:56][CH2:57][CH2:58][CH2:59]1)=[O:60].[OH:1][c:2]1[cH:3][cH:4][c:5]([CH2:8][CH2:9][C:10](=[O:11])[O:12][CH3:13])[cH:6][cH:7]1>>[O:1]([c:2]1[cH:3][cH:4][c:5]([CH2:8][CH2:9][C:10](=[O:11])[O:12][CH3:13])[cH:6][cH:7]1)[CH2:27][c:23]1[cH:22][c:21](-[c:18]2[c:17]([CH3:29])[n:16][n:15]([CH3:14])[c:19]2[CH3:20])[cH:26][cH:25][cH:24]1. Starting materials: C=CCN(CC=C)c1nn(C2CN3CCC2CC3)cc1-c1ccccc1, CN1C(=O)CC(=O)N(C)C1=O, ClCCl, c1ccc(P(c2ccccc2)(c2ccccc2)[Pd](P(c2ccccc2)(c2ccccc2)c2ccccc2)(P(c2ccccc2)(c2ccccc2)c2ccccc2)P(c2ccccc2)(c2ccccc2)c2ccccc2)cc1. The product is Nc1nn(C2CN3CCC2CC3)cc1-c1ccccc1. Reaction SMILES: [CH2:12]([N:15]([CH2:13][CH:14]=[CH2:35])[c:16]1[n:17][n:18]([CH:27]2[CH2:28][N:29]3[CH2:30][CH2:31][CH:32]2[CH2:33][CH2:34]3)[cH:19][c:20]1-[c:21]1[cH:22][cH:23][cH:24][cH:25][cH:26]1)[CH:36]=[CH2:37].[CH3:1][N:2]1[C:3](=[O:4])[CH2:5][C:6](=[O:7])[N:8]([CH3:9])[C:10]1=[O:11].[Cl:38][CH2:39][Cl:40].[cH:41]1[cH:42][cH:43][c:44]([P:45]([Pd:46]([P:47]([c:48]2[cH:49][cH:50][cH:51][cH:52][cH:53]2)([c:54]2[cH:55][cH:56][cH:57][cH:58][cH:59]2)[c:60]2[cH:61][cH:62][cH:63][cH:64][cH:65]2)([P:66]([c:67]2[cH:68][cH:69][cH:70][cH:71][cH:72]2)([c:73]2[cH:74][cH:75][cH:76][cH:77][cH:78]2)[c:79]2[cH:80][cH:81][cH:82][cH:83][cH:84]2)[P:85]([c:86]2[cH:87][cH:88][cH:89][cH:90][cH:91]2)([c:92]2[cH:93][cH:94][cH:95][cH:96][cH:97]2)[c:98]2[cH:99][cH:100][cH:101][cH:102][cH:103]2)([c:104]2[cH:105][cH:106][cH:107][cH:108][cH:109]2)[c:110]2[cH:111][cH:112][cH:113][cH:114][cH:115]2)[cH:116][cH:117]1>>[NH2:15][c:16]1[n:17][n:18]([CH:27]2[CH2:28][N:29]3[CH2:30][CH2:31][CH:32]2[CH2:33][CH2:34]3)[cH:19][c:20]1-[c:21]1[cH:22][cH:23][cH:24][cH:25][cH:26]1. The reactants are N[C@H]1C[C@H](N(C1)C(CNC(C1=CC(=CC=C1)C(F)(F)F)=O)=O)C (N-{2-[(2R,4S)-4-Amino-2-methylpyrrolidin-1-yl]-2-oxoethyl}-3-(trifluoromethyl)benzamide), OC1(CCC(CC1)=O)C1=NC=CC=C1 (4-hydroxy-4-pyridin-2-yl-cyclohexanone), C(C)(=O)O[BH-](OC(C)=O)OC(C)=O.[Na+] (sodium triacetoxyborohydride). Run in CC(C)O (2-propanol). Run at time 30 minute. Product: OC1(CCC(CC1)N[C@H]1C[C@H](N(C1)C(CNC(C1=CC(=CC=C1)C(F)(F)F)=O)=O)C)C1=NC=CC=C1 (N-(2-{(2R,4S)-4-[(4-Hydroxy-4-pyridin-2-ylcyclohexyl)amino]-2-methyl-pyrrolidin-1-yl}-2-oxoethyl)-3-(trifluoromethyl)benzamide). RXN SMILES: [NH2:1][C@@H:2]1[CH2:6][N:5]([C:7](=[O:22])[CH2:8][NH:9][C:10](=[O:21])[C:11]2[CH:16]=[CH:15][CH:14]=[C:13]([C:17]([F:20])([F:19])[F:18])[CH:12]=2)[C@H:4]([CH3:23])[CH2:3]1.[OH:24][C:25]1([C:32]2[CH:37]=[CH:36][CH:35]=[CH:34][N:33]=2)[CH2:30][CH2:29][C:28](=O)[CH2:27][CH2:26]1.C(O[BH-](OC(=O)C)OC(=O)C)(=O)C.[Na+]>CC(O)C>[OH:24][C:25]1([C:32]2[CH:37]=[CH:36][CH:35]=[CH:34][N:33]=2)[CH2:30][CH2:29][CH:28]([NH:1][C@@H:2]2[CH2:6][N:5]([C:7](=[O:22])[CH2:8][NH:9][C:10](=[O:21])[C:11]3[CH:16]=[CH:15][CH:14]=[C:13]([C:17]([F:19])([F:20])[F:18])[CH:12]=3)[C@H:4]([CH3:23])[CH2:3]2)[CH2:27][CH2:26]1 |f:2.3|. Reported procedure: N-{2-[(2R,4S)-4-Amino-2-methylpyrrolidin-1-yl]-2-oxoethyl}-3-(trifluoromethyl)benzamide (200 mg, 0.607 mmol) and 4-hydroxy-4-pyridin-2-yl-cyclohexanone (116 mg, 0.607 mmol) were dissolved in 2-propanol (10 mL). After stirring for 30 minutes, sodium triacetoxyborohydride (257 mg, 1.21 mmol) was added and the mixture was stirred at room temperature overnight. TLC indicated complete conversion to desired products in about a 1:1 ratio of two isomers. The reaction mixture was chromatographed on silic... Starting materials: N1([C@H](C(=O)N[C@@H](COCC2=CC=CC=C2)C(=O)N2[C@H](C(=O)N[C@@H](CCCNC(N[N+](=O)[O-])=N)C(=O)OCC3=CC=CC=C3)CCC2)CCC1)C(=O)OCC1=CC=CC=C1 (Z-Pro-Ser(Bzl)-Pro-Arg(NO2)-OBzl). The reagents and catalysts are [C].[Pd] (palladium-carbon). Product: N1[C@H](C(=O)N[C@@H](CO)C(=O)N2[C@H](C(=O)N[C@@H](CCCNC(N)=N)C(=O)O)CCC2)CCC1.CC(=O)O (H-Pro-Ser-Pro-Arg-OH acetate). RXN SMILES: [N:1]1(C(OCC2C=CC=CC=2)=O)[CH2:49][CH2:48][CH2:47][C@H:2]1[C:3]([NH:5][C@H:6]([C:16]([N:18]1[CH2:46][CH2:45][CH2:44][C@H:19]1[C:20]([NH:22][C@H:23]([C:34]([O:36]CC1C=CC=CC=1)=[O:35])[CH2:24][CH2:25][CH2:26][NH:27][C:28](=[NH:33])[NH:29][N+]([O-])=O)=[O:21])=[O:17])[CH2:7][O:8]CC1C=CC=CC=1)=[O:4]>[C].[Pd]>[NH:1]1[CH2:49][CH2:48][CH2:47][C@H:2]1[C:3]([NH:5][C@H:6]([C:16]([N:18]1[CH2:46][CH2:45][CH2:44][C@H:19]1[C:20]([NH:22][C@H:23]([C:34]([OH:36])=[O:35])[CH2:24][CH2:25][CH2:26][NH:27][C:28](=[NH:29])[NH2:33])=[O:21])=[O:17])[CH2:7][OH:8])=[O:4].[CH3:23][C:34]([OH:36])=[O:35] |f:1.2,3.4|. Procedure details: 150 mg of Z-Pro-Ser(Bzl)-Pro-Arg(NO2)-OBzl was reduced in the presence of palladium-carbon in the same manner as in Example 26-(5). The resulting product was purified by high-performance liquid chromatography at 12 ml/min. (flow rate), 0 to 10% (B) 20 min. linear gradient (A) (mobile phase), subjected to Dowex 1×2 (acetate type) treatment and freeze-dried to obtain the desired compound.